Dataset: the Open Reaction Database (ORD), a public repository of structured organic reaction records. Task: describe an organic reaction: reactants, conditions, products, and yield Reactants: O=C(c1ncc[nH]1)c1ncc[nH]1, C1CCOC1, CSc1ncc(C(=O)O)c(OCC[Si](C)(C)C)n1, NN, O, O. Product: CSc1ncc(C(=O)NN)c(OCC[Si](C)(C)C)n1. As a reaction SMILES: [C:19]([c:20]1[nH:21][cH:22][cH:23][n:24]1)([c:25]1[nH:26][cH:27][cH:28][n:29]1)=[O:30].[CH2:35]1[O:36][CH2:37][CH2:38][CH2:39]1.[CH3:1][S:2][c:3]1[n:4][cH:5][c:6]([C:16](=[O:17])[OH:18])[c:7]([O:9][CH2:10][CH2:11][Si:12]([CH3:13])([CH3:14])[CH3:15])[n:8]1.[NH2:32][NH2:33].[OH2:31].[OH2:34]>>[CH3:1][S:2][c:3]1[n:4][cH:5][c:6]([C:16](=[O:18])[NH:32][NH2:33])[c:7]([O:9][CH2:10][CH2:11][Si:12]([CH3:13])([CH3:14])[CH3:15])[n:8]1.